Dataset: the Open Reaction Database (ORD), a public repository of structured organic reaction records. Task: describe an organic reaction: reactants, conditions, products, and yield Reactants: COC1=CC=C(C=C1)C=C1CSCC(C1=O)=CC1=CC=C(C=C1)OC (tetrahydro-3,5-bis-[(4-methoxyphenyl)methylene]-4H-thiopyran-4-one), C(CC)NN (n-propyl hydrazine). Run in CO (methanol). The product is COC1=CC=C(C=C1)C1C2C(=NN1CCC)C(CSC2)=CC2=CC=C(C=C2)OC (2,3,3a,4,6,7-Hexahydro-3-(4-methoxyphenyl)-7-[(4-methoxyphenyl)methylene]-2-propylthiopyrano[4,3-c]pyrazole). The yield is 34.5%. Reaction SMILES: [CH3:1][O:2][C:3]1[CH:8]=[CH:7][C:6]([CH:9]=[C:10]2[C:15](=O)[C:14](=[CH:17][C:18]3[CH:23]=[CH:22][C:21]([O:24][CH3:25])=[CH:20][CH:19]=3)[CH2:13][S:12][CH2:11]2)=[CH:5][CH:4]=1.[CH2:26]([NH:29][NH2:30])[CH2:27][CH3:28]>CO>[CH3:1][O:2][C:3]1[CH:8]=[CH:7][C:6]([CH:9]2[N:29]([CH2:26][CH2:27][CH3:28])[N:30]=[C:15]3[C:14](=[CH:17][C:18]4[CH:23]=[CH:22][C:21]([O:24][CH3:25])=[CH:20][CH:19]=4)[CH2:13][S:12][CH2:11][CH:10]23)=[CH:5][CH:4]=1. Procedure: A mixture of 6.0g of tetrahydro-3,5-bis-[(4-methoxyphenyl)methylene]-4H-thiopyran-4-one and 1.3g of n-propyl hydrazine in 200 ml of methanol is heated at reflux temperature for 3.5 hours, and then allowed to cool to room temperature. The resultant crystals are collected by filtration and chromatographed on a dry packed neutral alumina column (Activity I). The fractions eluted with 10-20% ethyl acetate/hexane are combined and recrystallized from acetone/hexane to give 2.4g of the title compound, ...